Task: describe an organic reaction: reactants, conditions, products, and yield. Dataset: the Open Reaction Database (ORD), a public repository of structured organic reaction records Reactants: N#CCBr, O=C([O-])[O-], CCOC(C)=O, CN(C)C=O, [K+], [K+], COc1c(N)cc(C(C)=O)cc1C(C)(C)C. Yields the product COc1c(NCC#N)cc(C(C)=O)cc1C(C)(C)C. As a reaction SMILES: [Br:1][CH2:2][C:3]#[N:4].[C:5](=[O:6])([O-:7])[O-:8].[CH3:27][CH2:28][O:29][C:30](=[O:31])[CH3:32].[CH3:33][N:34]([CH3:35])[CH:36]=[O:37].[K+:10].[K+:9].[NH2:11][c:12]1[cH:13][c:14]([C:24]([CH3:25])=[O:26])[cH:15][c:16]([C:20]([CH3:21])([CH3:22])[CH3:23])[c:17]1[O:18][CH3:19]>>[CH2:2]([C:3]#[N:4])[NH:11][c:12]1[cH:13][c:14]([C:24]([CH3:25])=[O:26])[cH:15][c:16]([C:20]([CH3:21])([CH3:22])[CH3:23])[c:17]1[O:18][CH3:19]. Reactants: BrC=1C=C2C[C@H](CC2=CC1)NS(=O)(=O)C(C)C (N-[(2S)-5-bromo-2,3-dihydro-1H-inden-2-yl]-2-propanesulfonamide), C(=O)([O-])[O-].[Na+].[Na+] (Na2CO3), FC1=NC(=CC=C1B(O)O)F ((2,6-difluoro-3-pyridinyl)boronic acid). Reagents/catalysts: C=1C=CC(=CC1)[P](C=2C=CC=CC2)(C=3C=CC=CC3)[Pd]([P](C=4C=CC=CC4)(C=5C=CC=CC5)C=6C=CC=CC6)([P](C=7C=CC=CC7)(C=8C=CC=CC8)C=9C=CC=CC9)[P](C=1C=CC=CC1)(C=1C=CC=CC1)C=1C=CC=CC1 (Pd(PPh3)4). Solvent: O (water), O1CCOCC1 (1,4 dioxane). Product: FC1=NC(=CC=C1C=1C=C2C[C@H](CC2=CC1)NS(=O)(=O)C(C)C)F (N-[(2S)-5-(2,6-difluoro-3-pyridinyl)-2,3-dihydro-1H-inden-2-yl]-2-propanesulfonamide). RXN SMILES: [F:1][C:2]1[C:7](B(O)O)=[CH:6][CH:5]=[C:4]([F:11])[N:3]=1.Br[C:13]1[CH:14]=[C:15]2[C:19](=[CH:20][CH:21]=1)[CH2:18][C@H:17]([NH:22][S:23]([CH:26]([CH3:28])[CH3:27])(=[O:25])=[O:24])[CH2:16]2.C([O-])([O-])=O.[Na+].[Na+]>O1CCOCC1.O.C1C=CC([P]([Pd]([P](C2C=CC=CC=2)(C2C=CC=CC=2)C2C=CC=CC=2)([P](C2C=CC=CC=2)(C2C=CC=CC=2)C2C=CC=CC=2)[P](C2C=CC=CC=2)(C2C=CC=CC=2)C2C=CC=CC=2)(C2C=CC=CC=2)C2C=CC=CC=2)=CC=1>[F:1][C:2]1[C:7]([C:13]2[CH:14]=[C:15]3[C:19](=[CH:20][CH:21]=2)[CH2:18][C@H:17]([NH:22][S:23]([CH:26]([CH3:28])[CH3:27])(=[O:24])=[O:25])[CH2:16]3)=[CH:6][CH:5]=[C:4]([F:11])[N:3]=1 |f:2.3.4,^1:45,47,66,85|. Procedure details: To a solution of (2,6-difluoro-3-pyridinyl)boronic acid (2 g, 12.56 mmol) in dry 1,4 dioxane (30 ml), polymer supported Pd(PPh3)4 (126 mg, 0.5 mmol/g, 0.063 mmol) was added along with N-[(2S)-5-bromo-2,3-dihydro-1H-inden-2-yl]-2-propanesulfonamide (2 g, 6.28 mmol) and 7.3 ml of a 2M Na2CO3 solution in water and the resulting mixture was heated at 90° degrees for 3 hours. Then after cooling the resin was removed by filtration and then the solvent was removed under reduced pressure. The residue wa...